From a dataset of the Open Reaction Database (ORD), a public repository of structured organic reaction records. describe an organic reaction: reactants, conditions, products, and yield Procedure details: Prepared by proceeding in a similar manner to Intermediate 28, starting from ethyl 6-benzenesulphonylmethyl-3-bromo-2-methoxybenzoate (Intermediate 61) and 3-pyridylboronic acid. Product: C1(=CC=CC=C1)S(=O)(=O)CC1=CC=C(C(=C1C(=O)OCC)OC)C=1C=NC=CC1 (Ethyl 6-(benzenesulphonylmethyl)-2-methoxy-3-(pyrid-3-yl)benzoate). The reactants are O1C=C(C=C1)C=1C(=C(C(=O)OCC)C(=CC1)CS(=O)(=O)C1=C(C=CC=C1)C)OC (ethyl 3-(furan-3-yl)-2-methoxy-6-(2-methylbenzenesulphonylmethyl)benzoate), N1=CC(=CC=C1)B(O)O (3-pyridylboronic acid), C1(=CC=CC=C1)S(=O)(=O)CC1=CC=C(C(=C1C(=O)OCC)OC)Br (ethyl 6-(benzenesulphonylmethyl)-3-bromo-2-methoxybenzoate), C1(=CC=CC=C1)S(=O)(=O)CC1=CC=C(C(=C1C(=O)OCC)OC)Br (ethyl 6-(benzenesulphonylmethyl)-3-bromo-2-methoxybenzoate). Reaction SMILES: O1[CH:5]=[CH:4][C:3]([C:6]2[C:7]([O:28][CH3:29])=[C:8]([C:14]([CH2:17][S:18]([C:21]3[CH:26]=[CH:25][CH:24]=[CH:23][C:22]=3C)(=[O:20])=[O:19])=[CH:15][CH:16]=2)[C:9]([O:11][CH2:12][CH3:13])=[O:10])=[CH:2]1.C1(S(CC2C(C(OCC)=O)=C(OC)C(Br)=CC=2)(=O)=O)C=CC=CC=1.[N:54]1C=CC=C(B(O)O)[CH:55]=1>>[C:21]1([S:18]([CH2:17][C:14]2[C:8]([C:9]([O:11][CH2:12][CH3:13])=[O:10])=[C:7]([O:28][CH3:29])[C:6]([C:3]3[CH:2]=[N:54][CH:55]=[CH:5][CH:4]=3)=[CH:16][CH:15]=2)(=[O:19])=[O:20])[CH:26]=[CH:25][CH:24]=[CH:23][CH:22]=1. Reactants: OCC1=CC(=C(OCCO)C(=C1)OC)OC (2-(4-hydroxymethyl-2,6-dimethoxyphenoxy)ethanol). The reagents and catalysts are O=[Mn]=O (MnO2). Run in C(Cl)Cl (methylene chloride). Conditions: time 3 hour. Yields the product OCCOC1=C(C=C(C=O)C=C1OC)OC (4-(2-hydroxyethoxy)-3,5-dimethoxy-benzaldehyde). The yield is 89.9%. Reaction SMILES: [OH:1][CH2:2][C:3]1[CH:12]=[C:11]([O:13][CH3:14])[C:6]([O:7][CH2:8][CH2:9][OH:10])=[C:5]([O:15][CH3:16])[CH:4]=1>C(Cl)Cl.O=[Mn]=O>[OH:10][CH2:9][CH2:8][O:7][C:6]1[C:11]([O:13][CH3:14])=[CH:12][C:3]([CH:2]=[O:1])=[CH:4][C:5]=1[O:15][CH3:16]. Procedure: To a solution of 2-(4-hydroxymethyl-2,6-dimethoxyphenoxy)ethanol (1.78 g, 7.8 mmol) in methylene chloride (39 mL, 0.2 M) was added MnO2 (6.8 g, 78 mmol). The reaction mixture was stirred for 3 hours at room temperature, then subjected to celite filtration, and evaporated under reduced pressure. Recrystallization of the residue from diethyl ether gave a colorless granular crystal (1.586 g, 89.8%, m.p. 69 to 70° C.). Reactants: S(=O)(=O)(C)O[C@@H](C(=O)OCC)C (ethyl (R)-2-mesyloxypropionate), ClC=1C(=NC=C(C1)C(F)(F)F)OC1=CC=C(C=C1)O (4-(3-chloro-5-trifluoromethyl-2-pyridyloxy)phenol), C([O-])([O-])=O.[K+].[K+] (potassium carbonate). The solvent is CS(=O)C (DMSO). Yields the product ClC=1C(=NC=C(C1)C(F)(F)F)OC1=CC=C(O[C@@H](C(=O)O)C)C=C1 ((R)-2-[4-(3-chloro-5-trifluoromethyl-2-pyridyloxy)phenoxy]propionic acid), ClC=1C(=NC=C(C1)C(F)(F)F)OC1=CC=C(O[C@@H](C(=O)OCC)C)C=C1 (ethyl (R)-2-[4-(3-chloro-5-trifluoromethyl-2-pyridyloxy)phenoxy]propionate). RXN SMILES: S([O:5][C@H:6]([CH3:12])[C:7]([O:9][CH2:10][CH3:11])=[O:8])(C)(=O)=O.[Cl:13][C:14]1[C:15]([O:24][C:25]2[CH:30]=[CH:29][C:28]([OH:31])=[CH:27][CH:26]=2)=[N:16][CH:17]=[C:18]([C:20]([F:23])([F:22])[F:21])[CH:19]=1.C(=O)([O-])[O-].[K+].[K+]>CS(C)=O>[Cl:13][C:14]1[C:15]([O:24][C:25]2[CH:30]=[CH:29][C:28]([O:31][C@H:6]([CH3:12])[C:7]([OH:9])=[O:8])=[CH:27][CH:26]=2)=[N:16][CH:17]=[C:18]([C:20]([F:23])([F:21])[F:22])[CH:19]=1.[Cl:13][C:14]1[C:15]([O:24][C:25]2[CH:26]=[CH:27][C:28]([O:5][C@H:6]([CH3:12])[C:7]([O:9][CH2:10][CH3:11])=[O:8])=[CH:29][CH:30]=2)=[N:16][CH:17]=[C:18]([C:20]([F:23])([F:21])[F:22])[CH:19]=1 |f:2.3.4|. Procedure details: (R)-2-[4-(3-chloro-5-trifluoromethyl-2-pyridyloxy)phenoxy]propionic acid is prepared as follows: A suspension of ethyl (R)-2-mesyloxypropionate (0.392 g, 2.0 mmol), 4-(3-chloro-5-trifluoromethyl-2-pyridyloxy)phenol (0.578 g, 2.0 mmol) and potassium carbonate (0.276 g, 2.0 mmo.) in 8 ml of DMSO is heated at 80° for 24 hours. The reaction mixture is cooled and worked up to give ethyl (R)-2-[4-(3-chloro-5-trifluoromethyl-2-pyridyloxy)phenoxy]propionate. The propionate is hydrolyzed by stirring it (...